Dataset: the Open Reaction Database (ORD), a public repository of structured organic reaction records. Task: describe an organic reaction: reactants, conditions, products, and yield Reactants: CO, ClC(Cl)Cl, O=N[O-], COC(=O)c1nc(Br)cnc1N, [Na+], O, O=S(=O)(O)O. The product is COC(=O)c1nc(Br)cnc1OC. Reaction SMILES: [CH3:17][OH:18].[CH:25]([Cl:26])([Cl:27])[Cl:28].[N:13]([O-:14])=[O:15].[NH2:1][c:2]1[c:3]([C:9](=[O:10])[O:11][CH3:12])[n:4][c:5]([Br:8])[cH:6][n:7]1.[Na+:16].[OH2:19].[S:20](=[O:21])(=[O:22])([OH:23])[OH:24]>>[c:2]1([O:18][CH3:17])[c:3]([C:9](=[O:10])[O:11][CH3:12])[n:4][c:5]([Br:8])[cH:6][n:7]1. The reactants are O=C1NCC2CN(Cc3ccccc3)CC12, CCO, CC#N. Product: O=C1NCC2CNCC12. As a reaction SMILES: [CH2:1]([c:2]1[cH:3][cH:4][cH:5][cH:6][cH:7]1)[N:8]1[CH2:9][CH:10]2[CH:11]([CH2:12]1)[CH2:13][NH:14][C:15]2=[O:16].[CH3:17][CH2:18][OH:19].[CH3:20][C:21]#[N:22]>>[NH:8]1[CH2:9][CH:10]2[CH:11]([CH2:12]1)[CH2:13][NH:14][C:15]2=[O:16].